Dataset: the Open Reaction Database (ORD), a public repository of structured organic reaction records. Task: describe an organic reaction: reactants, conditions, products, and yield Reactants: C(C)(C)(C)OC(=O)N1CCC(CC1)C(=O)O (piperidine-1,4-dicarboxylic acid mono-tert-butyl ester), C(#N)C1=CC=C(OC=2C=C(C=C(C2)OC2=CC=C(C=C2)C#N)N)C=C1 ([3,5-bis-(4-cyano-phenoxy)-phenyl]-amine). Yields the product C(C)(C)(C)OC(=O)N1CCC(CC1)C(NC1=CC(=CC(=C1)OC1=CC=C(C=C1)C#N)OC1=CC=C(C=C1)C#N)=O (4-[3,5-Bis-(4-cyano-phenoxy)-phenylcarbamoyl]-piperidine-1-carboxylic Acid Tert-butyl Ester). The yield is 51.7%. Reaction SMILES: [C:1]([O:5][C:6]([N:8]1[CH2:13][CH2:12][CH:11]([C:14]([OH:16])=O)[CH2:10][CH2:9]1)=[O:7])([CH3:4])([CH3:3])[CH3:2].[C:17]([C:19]1[CH:41]=[CH:40][C:22]([O:23][C:24]2[CH:25]=[C:26]([NH2:39])[CH:27]=[C:28]([O:30][C:31]3[CH:36]=[CH:35][C:34]([C:37]#[N:38])=[CH:33][CH:32]=3)[CH:29]=2)=[CH:21][CH:20]=1)#[N:18]>>[C:1]([O:5][C:6]([N:8]1[CH2:9][CH2:10][CH:11]([C:14](=[O:16])[NH:39][C:26]2[CH:27]=[C:28]([O:30][C:31]3[CH:36]=[CH:35][C:34]([C:37]#[N:38])=[CH:33][CH:32]=3)[CH:29]=[C:24]([O:23][C:22]3[CH:40]=[CH:41][C:19]([C:17]#[N:18])=[CH:20][CH:21]=3)[CH:25]=2)[CH2:12][CH2:13]1)=[O:7])([CH3:2])([CH3:3])[CH3:4]. Procedure: Following the procedure of Example 9(e) piperidine-1,4-dicarboxylic acid mono-tert-butyl ester 0.7 g (3.05 mmol) and [3,5-bis-(4-cyano-phenoxy)-phenyl]-amine (1.0 g, 3.05 mmol) were used to afford 0.85 g of the required product. 1H NMR (DMSO-d6): δ 1.2 (4H, m), 1.31 (9H, s), 1.8 (4H, d), 2.21 (1H, t), 3.1 (1H, m), 6.81 (1H, d), 7.04 (1H, s), 7.2 (6H, m), 7.91 (4H, dd), 10.0 (1H, brs). The reactants are CCOC(=O)C1OC1C(=O)NC(COCC(C)C)CC(C)C, CCO, [Cl-], [Na+], [OH-]. Product: CC(C)COCC(CC(C)C)NC(=O)C1OC1C(=O)[O-], [Na+]. As a reaction SMILES: [CH2:1]([CH:2]([CH3:3])[CH3:4])[O:5][CH2:6][CH:7]([CH2:8][CH:9]([CH3:10])[CH3:11])[NH:12][C:13](=[O:14])[CH:15]1[CH:16]([C:18](=[O:19])[O:20][CH2:21][CH3:22])[O:17]1.[CH3:26][CH2:27][OH:28].[Cl-:23].[Na+:25].[OH-:24]>>[CH2:1]([CH:2]([CH3:3])[CH3:4])[O:5][CH2:6][CH:7]([CH2:8][CH:9]([CH3:10])[CH3:11])[NH:12][C:13](=[O:14])[CH:15]1[CH:16]([C:18](=[O:19])[O-:20])[O:17]1.[Na+:25]. Starting materials: FC1=C(C=CC(=C1)F)N=C=O (2,4-Difluorophenyl isocyanate), N1C(=NC2=C1C=CC=C2)C2=NN(C1=CC=C(C=C21)N)C2OCCCC2 (3-(1H-benzo[d]imidazol-2-yl)-1-(tetrahydro-2H-pyran-2-yl)-1H-indazol-5-amine), N1=CC=CC=C1 (pyridine). Solvent: C(Cl)Cl (CH2Cl2). Run at time 24 hour. Yields the product N1C(=NC2=C1C=CC=C2)C2=NN(C1=CC=C(C=C21)NC(=O)NC2=C(C=C(C=C2)F)F)C2OCCCC2 (1-(3-(1H-benzo[d]imidazol-2-yl)-1-(tetrahydro-2H-pyran-2-yl)-1H-indazol-5-yl)-3-(2,4-difluorophenyl)urea). The yield is 52.0%. RXN SMILES: [F:1][C:2]1[CH:7]=[C:6]([F:8])[CH:5]=[CH:4][C:3]=1[N:9]=[C:10]=[O:11].[NH:12]1[C:16]2[CH:17]=[CH:18][CH:19]=[CH:20][C:15]=2[N:14]=[C:13]1[C:21]1[C:29]2[C:24](=[CH:25][CH:26]=[C:27]([NH2:30])[CH:28]=2)[N:23]([CH:31]2[CH2:36][CH2:35][CH2:34][CH2:33][O:32]2)[N:22]=1.N1C=CC=CC=1>C(Cl)Cl>[NH:14]1[C:15]2[CH:20]=[CH:19][CH:18]=[CH:17][C:16]=2[N:12]=[C:13]1[C:21]1[C:29]2[C:24](=[CH:25][CH:26]=[C:27]([NH:30][C:10]([NH:9][C:3]3[CH:4]=[CH:5][C:6]([F:8])=[CH:7][C:2]=3[F:1])=[O:11])[CH:28]=2)[N:23]([CH:31]2[CH2:36][CH2:35][CH2:34][CH2:33][O:32]2)[N:22]=1. Procedure details: 2,4-Difluorophenyl isocyanate (10 mg, 0.064 mmol) was added to a solution of 3-(1H-benzo[d]imidazol-2-yl)-1-(tetrahydro-2H-pyran-2-yl)-1H-indazol-5-amine (20 mg, 0.059 mmol) and pyridine (0.02 mL, 0.177 mmol) in CH2Cl2 (5 mL), and the mixture was stirred for 24 h. The reaction mixture was filtered through Celite, and the solvent was removed in vacuo. Purification by flash chromatography (2% CH3OH/CH2Cl2) afforded the title compound (15 mg) as a solid. 1H NMR (400 MHz, CD3OD): δ 8.39 (s, 1H), 8.0... The reactants are C(Cl)(Cl)Cl (chloroform), COC1=CC=C(C=C1)[C@@H]1SC2=C(NC([C@@H]1O)=O)C=CC=C2 (cis-(+)-2-(4'-methoxyphenyl)-3-hydroxy-2,3-dihydro-1,5-benzothiazepine-4(5H)-one), O.O.O.O.O.O.O.O.[OH-].[Ba+2].[OH-] (barium hydroxide octahydrate), Cl.CN(CCCl)C (2-(dimethylamino)-ethyl chloride-hydrochloride). Solvent: O (water), O (water). Run at time 24 hour. Product: COC1=CC=C(C=C1)[C@@H]1SC2=C(N(C([C@@H]1O)=O)CCN(C)C)C=CC=C2 (cis-(+)-2-(4'-methoxyphenyl)-3-hydroxy-5-(2'-dimethylaminoethyl)-2,3-dihydro-1,5-benzothiazepine-4(5H)-one). The yield is 97.9%. As a reaction SMILES: [CH3:1][O:2][C:3]1[CH:8]=[CH:7][C:6]([C@H:9]2[C@@H:15]([OH:16])[C:14](=[O:17])[NH:13][C:12]3[CH:18]=[CH:19][CH:20]=[CH:21][C:11]=3[S:10]2)=[CH:5][CH:4]=1.O.O.O.O.O.O.O.O.[OH-].[Ba+2].[OH-].C(Cl)(Cl)Cl.Cl.[CH3:38][N:39]([CH3:43])[CH2:40][CH2:41]Cl>O>[CH3:1][O:2][C:3]1[CH:4]=[CH:5][C:6]([C@H:9]2[C@@H:15]([OH:16])[C:14](=[O:17])[N:13]([CH2:41][CH2:40][N:39]([CH3:43])[CH3:38])[C:12]3[CH:18]=[CH:19][CH:20]=[CH:21][C:11]=3[S:10]2)=[CH:7][CH:8]=1 |f:1.2.3.4.5.6.7.8.9.10.11,13.14|. Procedure: 3 g of cis-(+)-2-(4'-methoxyphenyl)-3-hydroxy-2,3-dihydro-1,5-benzothiazepine-4(5H)-one and 6.4 g of barium hydroxide octahydrate were added with vigorous stirring to 60 ml of chloroform and 10 ml of water. A solution of 3.2 g of 2-(dimethylamino)-ethyl chloride-hydrochloride in 5 ml of water was added dropwise to the above mixture in the course of 5 minutes. Stirring was continued for 24 hours at room temperature and then for 8 hours at 40°. After cooling to room temperature the aqueous phase w... Reactants: COC(=O)C(Br)CC(C)C, O=C([O-])[O-], CCOC(C)=O, [Cs+], [Cs+], CC1(C)OC(=O)C(N)=C1c1ccccc1, CN(C)C=O. The product is COC(=O)C(CC(C)C)NC1=C(c2ccccc2)C(C)(C)OC1=O. As a reaction SMILES: [Br:16][CH:17]([C:18](=[O:19])[O:20][CH3:21])[CH2:22][CH:23]([CH3:24])[CH3:25].[C:26](=[O:27])([O-:28])[O-:29].[CH3:37][CH2:38][O:39][C:40]([CH3:41])=[O:42].[Cs+:30].[Cs+:31].[NH2:1][C:2]1=[C:6]([c:7]2[cH:8][cH:9][cH:10][cH:11][cH:12]2)[C:5]([CH3:13])([CH3:14])[O:4][C:3]1=[O:15].[O:32]=[CH:33][N:34]([CH3:35])[CH3:36]>>[NH:1]([C:2]1=[C:6]([c:7]2[cH:8][cH:9][cH:10][cH:11][cH:12]2)[C:5]([CH3:13])([CH3:14])[O:4][C:3]1=[O:15])[CH:17]([C:18](=[O:19])[O:20][CH3:21])[CH2:22][CH:23]([CH3:24])[CH3:25]. Starting materials: CC(C)(C)OC(=O)N1CCCC(N(Cc2cc(C(F)(F)F)cc(C(F)(F)F)c2)c2nn[nH]n2)c2cc3c(cc21)COC3, ClCCl, O=C1c2ccccc2C(=O)N1CCO, c1ccc(P(c2ccccc2)c2ccccc2)cc1. The product is CC(C)(C)OC(=O)N1CCCC(N(Cc2cc(C(F)(F)F)cc(C(F)(F)F)c2)c2nnn(CCN3C(=O)c4ccccc4C3=O)n2)c2cc3c(cc21)COC3. As a reaction SMILES: [C:1]([CH3:2])([CH3:3])([CH3:4])[O:5][C:6](=[O:7])[N:8]1[CH2:9][CH2:10][CH2:11][CH:12]([N:22]([c:23]2[n:24][n:25][nH:26][n:27]2)[CH2:28][c:29]2[cH:30][c:31]([C:39]([F:40])([F:41])[F:42])[cH:32][c:33]([C:35]([F:36])([F:37])[F:38])[cH:34]2)[c:13]2[cH:14][c:15]3[c:19]([cH:20][c:21]21)[CH2:18][O:17][CH2:16]3.[Cl:76][CH2:77][Cl:78].[OH:43][CH2:44][CH2:45][N:46]1[C:47](=[O:56])[c:48]2[c:49]([cH:52][cH:53][cH:54][cH:55]2)[C:50]1=[O:51].[c:57]1([P:58]([c:59]2[cH:60][cH:61][cH:62][cH:63][cH:64]2)[c:65]2[cH:66][cH:67][cH:68][cH:69][cH:70]2)[cH:71][cH:72][cH:73][cH:74][cH:75]1>>[C:1]([CH3:2])([CH3:3])([CH3:4])[O:5][C:6](=[O:7])[N:8]1[CH2:9][CH2:10][CH2:11][CH:12]([N:22]([c:23]2[n:24][n:25][n:26]([CH2:44][CH2:45][N:46]3[C:47](=[O:56])[c:48]4[c:49]([cH:52][cH:53][cH:54][cH:55]4)[C:50]3=[O:51])[n:27]2)[CH2:28][c:29]2[cH:30][c:31]([C:39]([F:40])([F:41])[F:42])[cH:32][c:33]([C:35]([F:36])([F:37])[F:38])[cH:34]2)[c:13]2[cH:14][c:15]3[c:19]([cH:20][c:21]21)[CH2:18][O:17][CH2:16]3. Reactants: COc1ccccc1Oc1c(NS(=O)(=O)c2ccc(C(C)(C)C)cc2)nc(N2CCNCC2)nc1OCCCO, ClCCl, CN(C)C=O, O=CO, Cl, O, On1nnc2ccccc21. Product: COc1ccccc1Oc1c(NS(=O)(=O)c2ccc(C(C)(C)C)cc2)nc(N2CCN(C=O)CC2)nc1OCCCO. As a reaction SMILES: [C:1]([CH3:2])([CH3:3])([CH3:4])[c:5]1[cH:6][cH:7][c:8]([S:11](=[O:12])(=[O:13])[NH:14][c:15]2[n:16][c:17]([N:35]3[CH2:36][CH2:37][NH:38][CH2:39][CH2:40]3)[n:18][c:19]([O:30][CH2:31][CH2:32][CH2:33][OH:34])[c:20]2[O:21][c:22]2[c:23]([O:28][CH3:29])[cH:24][cH:25][cH:26][cH:27]2)[cH:9][cH:10]1.[CH2:55]([Cl:56])[Cl:57].[CH3:58][N:59]([CH3:60])[CH:61]=[O:62].[CH:51](=[O:52])[OH:53].[ClH:54].[OH2:63].[OH:41][n:42]1[c:43]2[cH:44][cH:45][cH:46][cH:47][c:48]2[n:49][n:50]1>>[C:1]([CH3:2])([CH3:3])([CH3:4])[c:5]1[cH:6][cH:7][c:8]([S:11](=[O:12])(=[O:13])[NH:14][c:15]2[n:16][c:17]([N:35]3[CH2:36][CH2:37][N:38]([CH:51]=[O:52])[CH2:39][CH2:40]3)[n:18][c:19]([O:30][CH2:31][CH2:32][CH2:33][OH:34])[c:20]2[O:21][c:22]2[c:23]([O:28][CH3:29])[cH:24][cH:25][cH:26][cH:27]2)[cH:9][cH:10]1.